Dataset: the Open Reaction Database (ORD), a public repository of structured organic reaction records. Task: describe an organic reaction: reactants, conditions, products, and yield Reactants: [Na] (Sodium), Cl (HCl), [Na] (sodium), C(=O)(O)C=1C=CC(=NC1)C#N (5-carboxy-2-cyanopyridine), NCCS (2-amino-ethanethiol). The solvent is C(C)O (ethanol), O (water). Yields the product C(=O)(O)C=1C=CC(=NC1)C=1SCCN1 (5-Carboxy-2-(4,5-dihydro-2-thiazolyl)-pyridine). Reaction SMILES: [Na].[C:2]([C:5]1[CH:6]=[CH:7][C:8]([C:11]#[N:12])=[N:9][CH:10]=1)([OH:4])=[O:3].N[CH2:14][CH2:15][SH:16].Cl>O.C(O)C>[C:2]([C:5]1[CH:6]=[CH:7][C:8]([C:11]2[S:16][CH2:15][CH2:14][N:12]=2)=[N:9][CH:10]=1)([OH:4])=[O:3] |^1:0|. Procedure: Sodium (11 mmol) is added to a flask containing 75 ml of ethanol. As soon as the sodium has dissolved, 10 mmol of 5-carboxy-2-cyanopyridine and 11 mmol of 2-amino-ethanethiol are added and the solution is refluxed for 24 h. The solution is then diluted with 25 ml of water, made acidic (pH=5) with 2N HCl and evaporated. The residue is dissolved in 100 ml of hot chloroform, the salts are filtered off and the filtrate on cooling gives crystals of the title compound, m.p. 234°-235° C. The solvent is C1CCOC1 (THF), C(C)O (ethanol). RXN SMILES: [CH2:1]([O:3][C:4](=[O:18])[C:5](=O)[CH2:6][C:7]1[N:12]=[C:11]([Cl:13])[CH:10]=[CH:9][C:8]=1[N+:14]([O-])=O)[CH3:2].[Cl-].[NH4+]>C1COCC1.C(O)C.[Fe]>[CH2:1]([O:3][C:4]([C:5]1[NH:14][C:8]2[C:7](=[N:12][C:11]([Cl:13])=[CH:10][CH:9]=2)[CH:6]=1)=[O:18])[CH3:2] |f:1.2|. Yields the product C(C)OC(=O)C1=CC2=NC(=CC=C2N1)Cl (5-Chloro-1H-pyrrolo[3,2-b]pyridine-2-carboxylic acid ethyl ester). The reactants are C(C)OC(C(CC1=C(C=CC(=N1)Cl)[N+](=O)[O-])=O)=O (3-(2-chloro-5-nitropyridin-6-yl)-2-oxopropionic acid ethyl ester), [Cl-].[NH4+] (ammonium chloride). The reagents and catalysts are [Fe] (Iron). Procedure details: To a solution of 3-(2-chloro-5-nitropyridin-6-yl)-2-oxopropionic acid ethyl ester (Preparation 4, 1.53 g, 5.6 mmol) in THF (65 mL) and ethanol (30 mL) was added saturated aqueous ammonium chloride solution (30 mL) and the suspension was vigorously stirred at rt. Iron powder (1.95 g, 34.8 mmol) was added portionwise and the mixture was heated under reflux for 2 h then allowed to cool prior to filtration through a celite plug, and washed through with warm THF. The mixture was concentrated under re... Starting materials: BrC=1C=CC(=NC1)C=O (5-bromo-2-formylpyridine), C(CCO)O (1,3-propanediol). The reagents and catalysts are CC1(C2CCC1(C(=O)C2)CS(=O)(=O)O)C (CSA). Solvent: C1(=CC=CC=C1)C (toluene). Product: BrC=1C=CC(=NC1)C1OCCCO1 (5-bromo-2-(1,3-dioxan-2-yl)pyridine). The yield is 101.9%. RXN SMILES: [Br:1][C:2]1[CH:3]=[CH:4][C:5]([CH:8]=[O:9])=[N:6][CH:7]=1.[CH2:10](O)[CH2:11][CH2:12][OH:13]>C1(C)C=CC=CC=1.CC1(C)C2(CS(O)(=O)=O)C(CC1CC2)=O>[Br:1][C:2]1[CH:3]=[CH:4][C:5]([CH:8]2[O:13][CH2:12][CH2:11][CH2:10][O:9]2)=[N:6][CH:7]=1. Reported procedure: To solution of 5-bromo-2-formylpyridine (10 g, 53.8 mmol), 1,3-propanediol (3.89 mL, 53.8 mmol) in toluene (30 mL) was added CSA (1.249 g, 5.38 mmol). The reaction mixture was heated to reflux for 4 h with a Dean-Stark trap. The reaction mixture was quenched by addition of saturated solution of sodium bicarbonate and extracted with EtOAc. The organic layer was washed with brine, dried over anhydrous sodium sulfate, filtered and concentrated to afford compound 278 (13.37 g, 54.8 mmol, 101% yield,... RXN SMILES: [CH3:1][C:2]1[C:6]2[C:7](=[O:19])[N:8]([CH2:11][CH2:12][N:13]3[CH2:18][CH2:17][O:16][CH2:15][CH2:14]3)[CH2:9][CH2:10][C:5]=2[NH:4][C:3]=1[CH:20]=O.[F:22][C:23]1[CH:24]=[C:25]2[C:29](=[CH:30][C:31]=1[NH:32][C:33](=[O:35])[CH3:34])[NH:28][C:27](=[O:36])[CH2:26]2>>[F:22][C:23]1[CH:24]=[C:25]2[C:29](=[CH:30][C:31]=1[NH:32][C:33](=[O:35])[CH3:34])[NH:28][C:27](=[O:36])[C:26]2=[CH:20][C:3]1[NH:4][C:5]2[CH2:10][CH2:9][N:8]([CH2:11][CH2:12][N:13]3[CH2:14][CH2:15][O:16][CH2:17][CH2:18]3)[C:7](=[O:19])[C:6]=2[C:2]=1[CH3:1]. Reported procedure: The title compound was prepared under the same conditions as described in Example 15 with 3-methyl-5-(2-morpholin-4-yl-ethyl)-4-oxo-4,5,6,7-tetrahydro-1H-pyrrolo[3,2-c]pyridine-2-carbaldehyde and N-(5-fluoro-2-oxo-2,3-dihydro-1H-indol-6-yl)-acetamide as starting materials to give N-{5-fluoro-3-[3-methyl-5-(2-morpholin-4-yl-ethyl)-4-oxo-4,5,6,7-tetrahydro-1H-pyrrolo[3,2-c]pyridine-2-ylmethylene]-2-oxo-2,3-dihydro-1H-indol-6-yl}-acetamide (35 mg, 39.3%) as a light brown solid. Reactants: CC1=C(NC2=C1C(N(CC2)CCN2CCOCC2)=O)C=O (3-methyl-5-(2-morpholin-4-yl-ethyl)-4-oxo-4,5,6,7-tetrahydro-1H-pyrrolo[3,2-c]pyridine-2-carbaldehyde), FC=1C=C2CC(NC2=CC1NC(C)=O)=O (N-(5-fluoro-2-oxo-2,3-dihydro-1H-indol-6-yl)-acetamide). The product is FC=1C=C2C(C(NC2=CC1NC(C)=O)=O)=CC1=C(C=2C(N(CCC2N1)CCN1CCOCC1)=O)C (N-{5-fluoro-3-[3-methyl-5-(2-morpholin-4-yl-ethyl)-4-oxo-4,5,6,7-tetrahydro-1H-pyrrolo[3,2-c]pyridine-2-ylmethylene]-2-oxo-2,3-dihydro-1H-indol-6-yl}-acetamide). Isolated yield 39.3%. The reactants are CC1CCC(=O)CC1, CO, COC(=O)C(N)CS, Cl. The product is COC(=O)C1CSC2(CCC(C)CC2)N1, Cl. As a reaction SMILES: [CH3:10][CH:11]1[CH2:12][CH2:13][C:14](=[O:17])[CH2:15][CH2:16]1.[CH3:18][OH:19].[CH3:2][O:3][C:4]([CH:5]([NH2:6])[CH2:7][SH:8])=[O:9].[ClH:1]>>[CH3:2][O:3][C:4]([CH:5]1[NH:6][C:14]2([S:8][CH2:7]1)[CH2:13][CH2:12][CH:11]([CH3:10])[CH2:16][CH2:15]2)=[O:9].[ClH:1]. Starting materials: O.NN (hydrazine monohydrate), Cl (hydrochloric acid), Br[C@H]1[C@@H](O[C@@H]([C@]1(O)C(C)=O)COC(C)=O)N1C(=O)NC(=O)C(=C1)C (2'-deoxy-2'-bromo-3',5'-O-diacetyl-5-methyluridine). Solvent: O (water), C(C)#N (acetonitrile), O (water). Run at temperature 0 celsius. Yields the product Br[C@H]1[C@@H](O[C@@H]([C@H]1O)COC(C)=O)N1C(=O)NC(=O)C(=C1)C (2'-deoxy-2'-bromo-5'-O-acetyl-5-methyluridine). The yield is 92.9%. RXN SMILES: [Br:1][C@@H:2]1[C@:6](C(=O)C)([OH:7])[C@@H:5]([CH2:11][O:12][C:13](=[O:15])[CH3:14])[O:4][C@H:3]1[N:16]1[CH:23]=[C:22]([CH3:24])[C:20](=[O:21])[NH:19][C:17]1=[O:18].O.NN.Cl>O.C(#N)C>[Br:1][C@@H:2]1[C@H:6]([OH:7])[C@@H:5]([CH2:11][O:12][C:13](=[O:15])[CH3:14])[O:4][C@H:3]1[N:16]1[CH:23]=[C:22]([CH3:24])[C:20](=[O:21])[NH:19][C:17]1=[O:18] |f:1.2|. Procedure details: 400 ml of acetonitrile and 2.16 g (3 equivalents) of water were added to 16.2 g (40.0 mmol) of 2'-deoxy-2'-bromo-3',5'-O-diacetyl-5-methyluridine, and the mixture was stirred. The resulting solution was cooled to 0° C., 6.01 g (3 equivalents) of hydrazine monohydrate were added thereto, and the mixture was reacted for 20 hours at that temperature. 100 ml of water were added to the reaction mixture, which was then neutralized to a pH of 6.8 by adding 6 N-hydrochloric acid thereto. The acetonitril... Starting materials: BrCCCCC1(C2=CC=CC=C2OC=2C=CC=CC12)C(=O)N1CCOCC1 (1-[9-(4-bromo-butyl)-9H-xanthen-9-yl]-1-morpholin-4-yl-methanone), N1(CCNCC1)C1=NC2=CC=CC=C2C=C1 (2-piperazin-1-yl-quinoline). Yields the product N1(CCOCC1)C(=O)C1(C2=CC=CC=C2OC=2C=CC=CC12)CCCCN1CCN(CC1)C1=NC2=CC=CC=C2C=C1 (1-morpholin-4-yl-1-{9-[4-(4-quinolin-2-yl-piperazin-1-yl)-butyl]-9H-xanthene-9-yl}-methanone). As a reaction SMILES: Br[CH2:2][CH2:3][CH2:4][CH2:5][C:6]1([C:20]([N:22]2[CH2:27][CH2:26][O:25][CH2:24][CH2:23]2)=[O:21])[C:19]2[CH:18]=[CH:17][CH:16]=[CH:15][C:14]=2[O:13][C:12]2[C:7]1=[CH:8][CH:9]=[CH:10][CH:11]=2.[N:28]1([C:34]2[CH:43]=[CH:42][C:41]3[C:36](=[CH:37][CH:38]=[CH:39][CH:40]=3)[N:35]=2)[CH2:33][CH2:32][NH:31][CH2:30][CH2:29]1>>[N:22]1([C:20]([C:6]2([CH2:5][CH2:4][CH2:3][CH2:2][N:31]3[CH2:32][CH2:33][N:28]([C:34]4[CH:43]=[CH:42][C:41]5[C:36](=[CH:37][CH:38]=[CH:39][CH:40]=5)[N:35]=4)[CH2:29][CH2:30]3)[C:7]3[CH:8]=[CH:9][CH:10]=[CH:11][C:12]=3[O:13][C:14]3[C:19]2=[CH:18][CH:17]=[CH:16][CH:15]=3)=[O:21])[CH2:23][CH2:24][O:25][CH2:26][CH2:27]1. Procedure: Prepared analogously to Example 1 from 1-[9-(4-bromo-butyl)-9H-xanthen-9-yl]-1-morpholin-4-yl-methanone and 2-piperazin-1-yl-quinoline.